Dataset: the Open Reaction Database (ORD), a public repository of structured organic reaction records. Task: describe an organic reaction: reactants, conditions, products, and yield Starting materials: Cl.NC1=NN2C(N(C(=C([C@H]2C2=CC=C(C=C2)C#N)C#N)C)C2=CC(=CC=C2)C(F)(F)F)=N1 ((7R)-2-amino-7-(4-cyanophenyl)-5-methyl-4-[3-(trifluoromethyl)phenyl]-4,7-dihydro[1,2,4]triazolo[1,5-a]pyrimidine-6-carbonitrile hydrochloride), C1(CC1)C(=O)Cl (cyclopropanecarbonyl chloride). The solvent is N1=CC=CC=C1 (pyridine). Reaction conditions: time 12 hour. Product: C(#N)C1=C(N(C=2N([C@@H]1C1=CC=C(C=C1)C#N)N=C(N2)NC(=O)C2CC2)C2=CC(=CC=C2)C(F)(F)F)C (N-{(7R)-6-Cyano-7-(4-cyanophenyl)-5-methyl-4-[3-(trifluoromethyl)phenyl]-4,7-dihydro[1,2,4]triazolo[1,5-a]pyrimidin-2-yl}cyclopropanecarboxamide). As a reaction SMILES: Cl.[NH2:2][C:3]1[N:32]=[C:6]2[N:7]([C:22]3[CH:27]=[CH:26][CH:25]=[C:24]([C:28]([F:31])([F:30])[F:29])[CH:23]=3)[C:8]([CH3:21])=[C:9]([C:19]#[N:20])[C@@H:10]([C:11]3[CH:16]=[CH:15][C:14]([C:17]#[N:18])=[CH:13][CH:12]=3)[N:5]2[N:4]=1.[CH:33]1([C:36](Cl)=[O:37])[CH2:35][CH2:34]1>N1C=CC=CC=1>[C:19]([C:9]1[C@@H:10]([C:11]2[CH:16]=[CH:15][C:14]([C:17]#[N:18])=[CH:13][CH:12]=2)[N:5]2[N:4]=[C:3]([NH:2][C:36]([CH:33]3[CH2:35][CH2:34]3)=[O:37])[N:32]=[C:6]2[N:7]([C:22]2[CH:27]=[CH:26][CH:25]=[C:24]([C:28]([F:29])([F:31])[F:30])[CH:23]=2)[C:8]=1[CH3:21])#[N:20] |f:0.1|. Procedure: Under an atmosphere of argon protective gas, (7R)-2-amino-7-(4-cyanophenyl)-5-methyl-4-[3-(trifluoromethyl)phenyl]-4,7-dihydro[1,2,4]triazolo[1,5-a]pyrimidine-6-carbonitrile hydrochloride (30 mg, 66 μmol) was dissolved in abs. pyridine (1.5 ml). At room temperature, cyclopropanecarbonyl chloride (20 mg, 192 μmol, 3 eq.) was added. After 12 h, analysis of the reaction by HPLC showed substantial conversion. The reaction mixture was concentrated under reduced pressure and purified by preparative HP... The reactants are C(=O)(OC(C)(C)C)C(C(=O)O)CCCCCCCCCN (Boc-11-amino-undecanoic acid), CCN=C=NCCCN(C)C (EDAC), C=1C=CC2=C(C1)N=NN2O (HOBt), C(C)(C)(C)OC(CC(C(COC1=C(C(=CC(=C1F)F)F)F)O)N)=O (3-Amino-4-hydroxy-5-(2,3,5,6-tetrafluoro-phenoxy)-pentanoic acid tert-butyl ester), CN1CCOCC1 (N-methylmorpholine). Run in CCOC(=O)C (EtOAc), CN(C)C=O (DMF), CN(C)C=O (DMF). Reaction conditions: time 18 hour. The product is C(C)(C)(C)OC(CC(C(COC1=C(C(=CC(=C1F)F)F)F)O)NC(CCCCCCCCCCNC(=O)OC(C)(C)C)=O)=O (3-(11-tert-Butoxycarbonylamino-undecanoylamino)-4-hydroxy-5-(2,3,5,6-tetrafluoro-phenoxy)-pentanoic acid tert-butyl ester). Isolated yield 24.0%. As a reaction SMILES: [C:1](C(CCCCCCCCCN)C(O)=O)([O:3][C:4]([CH3:7])([CH3:6])[CH3:5])=[O:2].CCN=C=N[CH2:27][CH2:28][CH2:29]N(C)C.[CH:33]1[CH:34]=[CH:35][C:36]2N(O)N=[N:39][C:37]=2[CH:38]=1.[C:43]([O:47][C:48](=[O:66])[CH2:49][CH:50]([NH2:65])[CH:51]([OH:64])[CH2:52][O:53][C:54]1[C:59]([F:60])=[C:58]([F:61])[CH:57]=[C:56]([F:62])[C:55]=1[F:63])([CH3:46])([CH3:45])[CH3:44].CN1CC[O:71][CH2:70][CH2:69]1>CN(C=O)C.CCOC(C)=O>[C:43]([O:47][C:48](=[O:66])[CH2:49][CH:50]([NH:65][C:70](=[O:71])[CH2:69][CH2:29][CH2:28][CH2:27][CH2:36][CH2:35][CH2:34][CH2:33][CH2:38][CH2:37][NH:39][C:1]([O:3][C:4]([CH3:7])([CH3:6])[CH3:5])=[O:2])[CH:51]([OH:64])[CH2:52][O:53][C:54]1[C:55]([F:63])=[C:56]([F:62])[CH:57]=[C:58]([F:61])[C:59]=1[F:60])([CH3:46])([CH3:44])[CH3:45]. Reported procedure: Boc-11-amino-undecanoic acid (115 mg, 0.38 mmol, 1.2 equiv), EDAC (91 mg, 0.48 mmol, 1.5 equiv), and HOBt (65 mg, 0.48 mmol, 1.5 equiv) in DMF (10 mL) were added to a dry round bottom flask equipped with a magnetic stir bar. Composition 14 (115 mg, 0.32 mmol) and N-methylmorpholine (twice distilled, 0.14 mL, 0.96 mmol, 3.0 equiv) dissolved in minimal quantity of DMF were added with constant stirring. The colorless solution slowly turned yellow as the reaction proceeded. The reaction was allowed ...